Dataset: the Open Reaction Database (ORD), a public repository of structured organic reaction records. Task: describe an organic reaction: reactants, conditions, products, and yield Solvent: CN(C=O)C (N,N-dimethylformamide). Reported procedure: To a solution of [4-(4-{[1-(4-fluorophenylcarbamoyl)cyclopropanecarbonyl]amino}phenoxy)pyridin-2-yl]-N-(phenoxycarbonyl)carbamic acid phenyl ester (50 mg) in N,N-dimethylformamide (1.0 ml) was added (3R)-3-dimethylaminopyrrolidine (0.050 ml) at room temperature, followed by stirring for 3 hr. The reaction mixture was partitioned between ethyl acetate and water. The organic layer was washed with a saturated aqueous solution of ammonium chloride and brine in this order, and dried over anhydrous so... RXN SMILES: C1(OC(=O)[N:9]([C:19]2[CH:24]=[C:23]([O:25][C:26]3[CH:31]=[CH:30][C:29]([NH:32][C:33]([C:35]4([C:38](=[O:47])[NH:39][C:40]5[CH:45]=[CH:44][C:43]([F:46])=[CH:42][CH:41]=5)[CH2:37][CH2:36]4)=[O:34])=[CH:28][CH:27]=3)[CH:22]=[CH:21][N:20]=2)[C:10](OC2C=CC=CC=2)=[O:11])C=CC=CC=1.[CH3:49][N:50]([CH3:56])[C@@H:51]1[CH2:55][CH2:54][NH:53][CH2:52]1>CN(C)C=O>[CH3:49][N:50]([CH3:56])[C@@H:51]1[CH2:55][CH2:54][N:53]([C:10]([NH:9][C:19]2[CH:24]=[C:23]([O:25][C:26]3[CH:31]=[CH:30][C:29]([NH:32][C:33]([C:35]4([C:38]([NH:39][C:40]5[CH:41]=[CH:42][C:43]([F:46])=[CH:44][CH:45]=5)=[O:47])[CH2:37][CH2:36]4)=[O:34])=[CH:28][CH:27]=3)[CH:22]=[CH:21][N:20]=2)=[O:11])[CH2:52]1. Yield: 39.0%. The product is CN([C@H]1CN(CC1)C(=O)NC1=NC=CC(=C1)OC1=CC=C(C=C1)NC(=O)C1(CC1)C(=O)NC1=CC=C(C=C1)F)C (N-(4-{[2-({[(3R)-3-(Dimethylamino)pyrrolidin-1-yl]carbonyl}amino)pyridin-4-yl]oxy}phenyl)-N′-(4-fluorophenyl)cyclopropane-1,1-dicarboxamide). The reactants are C1(=CC=CC=C1)OC(N(C(=O)OC1=CC=CC=C1)C1=NC=CC(=C1)OC1=CC=C(C=C1)NC(=O)C1(CC1)C(NC1=CC=C(C=C1)F)=O)=O ([4-(4-{[1-(4-fluorophenylcarbamoyl)cyclopropanecarbonyl]amino}phenoxy)pyridin-2-yl]-N-(phenoxycarbonyl)carbamic acid phenyl ester), CN([C@H]1CNCC1)C ((3R)-3-dimethylaminopyrrolidine). Conditions: time 3 hour. Reactants: ClC1=CC=C(C=C1)S(=O)(=O)C(=COCC)S(=O)(=O)C1=CC=C(C=C1)Cl (1,1-bis(4-chlorophenylsulphonyl)-2-ethoxyethene), FC(C1=C(N)C=CC=C1)(F)F (2-(trifluoromethyl)aniline). Solvent: CC(=O)N(C)C (dimethylacetamide). Yields the product ClC1=CC=C(C=C1)S(=O)(=O)C(=CNC1=C(C=CC=C1)C(F)(F)F)S(=O)(=O)C1=CC=C(C=C1)Cl (1,1-bis(4-chlorophenylsulphonyl)-2-[2-(trifluoromethyl)anilino]ethene). Yield: 50.1%. RXN SMILES: [Cl:1][C:2]1[CH:7]=[CH:6][C:5]([S:8]([C:11]([S:16]([C:19]2[CH:24]=[CH:23][C:22]([Cl:25])=[CH:21][CH:20]=2)(=[O:18])=[O:17])=[CH:12]OCC)(=[O:10])=[O:9])=[CH:4][CH:3]=1.[F:26][C:27]([F:36])([F:35])[C:28]1[CH:34]=[CH:33][CH:32]=[CH:31][C:29]=1[NH2:30]>CC(N(C)C)=O>[Cl:1][C:2]1[CH:3]=[CH:4][C:5]([S:8]([C:11]([S:16]([C:19]2[CH:20]=[CH:21][C:22]([Cl:25])=[CH:23][CH:24]=2)(=[O:18])=[O:17])=[CH:12][NH:30][C:29]2[CH:31]=[CH:32][CH:33]=[CH:34][C:28]=2[C:27]([F:26])([F:35])[F:36])(=[O:10])=[O:9])=[CH:6][CH:7]=1. Procedure details: A solution of 1,1-bis(4-chlorophenylsulphonyl)-2-ethoxyethene (1.26 g) and 2-(trifluoromethyl)aniline (0.48 g) in dimethylacetamide (20 ml) was heated at reflux for 2 hours, and then it was cooled and poured onto ice (50 g). The resulting white precipitate was filtered off, washed with water and recrystallised from ethanol, to give 1,1-bis(4-chlorophenylsulphonyl)-2-[2-(trifluoromethyl)anilino]ethene (0.8 g), m.p. 169°-171° C. Starting materials: ferric chloride, [Cl-].[Al+3].[Cl-].[Cl-] (aluminum chloride), ( 2 ), C(C)OC(C(C(C)OCC)C)OCC (1,1,3-triethoxy-2-methyl-butane), C1=NC=CC2=CC=CC=C12 (isoquinoline), C1(=CC=C(C=C1)S(=O)(=O)O)C (p-Toluenesulfonic acid). Yields the product C(C)OC(C)OCC (acetaldehyde diethyl acetal), COC=C(C=C)C (1-methoxy-2-methyl-1,3-butadiene). Reaction SMILES: [Cl-].[Al+3].[Cl-].[Cl-].[CH2:5]([O:7][CH:8]([O:16][CH2:17][CH3:18])[CH:9]([CH3:15])[CH:10](OCC)[CH3:11])[CH3:6].C1C2C(=CC=CC=2)C=CN=1.C1(C)C=CC(S(O)(=O)=O)=CC=1>>[CH2:5]([O:7][CH:8]([O:16][CH2:17][CH3:18])[CH3:9])[CH3:6].[CH3:5][O:7][CH:8]=[C:9]([CH3:15])[CH:10]=[CH2:11] |f:0.1.2.3|. Reported procedure: According to the present invention, a method for synthesizing 2,7-dimethyl-2,4,6-octatriene-1,8-dialdehyde comprises the following steps: (1) adding acetaldehyde diethyl acetal (abbreviation: acetal) and ethyl-(1-propenyl)-ether under effects of a catalyst at a temperature of −10° C.˜0° C. to produce 1,1,3-triethoxy-2-methyl-butane; wherein the catalyst is ferric chloride or aluminum chloride; acetaldehyde diethyl acetal is prepared by the Chinese Patent No. ZL97115390.6 of Hoffmann-La Roche Ltd... The reactants are C(C1=CC=CC=C1)OC1=C(C=C(C=C1)N1N=NN=C1C)F (1-(4-benzyloxy-3-fluoro-phenyl)-5-methyl-1H-tetrazole). The reagents and catalysts are [Pd] (palladium-on-carbon). The solvent is C(C)O (ethanol). The product is FC1=C(C=CC(=C1)N1N=NN=C1C)O (2-Fluoro-4-(5-methyl-tetrazol-1-yl)-phenol). The yield is 114.6%. Reaction SMILES: C([O:8][C:9]1[CH:14]=[CH:13][C:12]([N:15]2[C:19]([CH3:20])=[N:18][N:17]=[N:16]2)=[CH:11][C:10]=1[F:21])C1C=CC=CC=1>C(O)C.[Pd]>[F:21][C:10]1[CH:11]=[C:12]([N:15]2[C:19]([CH3:20])=[N:18][N:17]=[N:16]2)[CH:13]=[CH:14][C:9]=1[OH:8]. Procedure: A suspension of 1-(4-benzyloxy-3-fluoro-phenyl)-5-methyl-1H-tetrazole (4.6 g) in ethanol (300 ml) was hydrogenated at room temperature and pressure over a pre-reduced suspension of palladium-on-carbon (10% paste, 1.4 g) until uptake ceased. The catalyst was filtered off and the filtrate evaporated to give the title compound as a cream solid (3.6 g). T.l.c. (Dichloromethane/methanol (995:5)), Rf 0.45. The reactants are ClC1=NC=CC(=C1)C(=O)NC1=C(C=CC(=C1)NC(=O)C1=CC(=NC=C1)N1CCOCC1)Cl (2-chloro-N-[2-chloro-5-(2-morpholinopyrid-4-ylcarbonylamino)phenyl]pyridine-4-carboxamide), CN1CCNCC1 (N-methylpiperazine). The product is ClC1=C(C=C(C=C1)NC(=O)C1=CC(=NC=C1)N1CCOCC1)NC(=O)C1=CC(=NC=C1)N1CCN(CC1)C (N-[2-chloro-5-(2-morpholinopyrid-4-ylcarbonylamino)phenyl]-2-(4-methylpiperazin-1-yl)pyridine-4-carboxamide). Yield: 69.0%. As a reaction SMILES: Cl[C:2]1[CH:7]=[C:6]([C:8]([NH:10][C:11]2[CH:16]=[C:15]([NH:17][C:18]([C:20]3[CH:25]=[CH:24][N:23]=[C:22]([N:26]4[CH2:31][CH2:30][O:29][CH2:28][CH2:27]4)[CH:21]=3)=[O:19])[CH:14]=[CH:13][C:12]=2[Cl:32])=[O:9])[CH:5]=[CH:4][N:3]=1.[CH3:33][N:34]1[CH2:39][CH2:38][NH:37][CH2:36][CH2:35]1>>[Cl:32][C:12]1[CH:13]=[CH:14][C:15]([NH:17][C:18]([C:20]2[CH:25]=[CH:24][N:23]=[C:22]([N:26]3[CH2:27][CH2:28][O:29][CH2:30][CH2:31]3)[CH:21]=2)=[O:19])=[CH:16][C:11]=1[NH:10][C:8]([C:6]1[CH:5]=[CH:4][N:3]=[C:2]([N:37]2[CH2:38][CH2:39][N:34]([CH3:33])[CH2:35][CH2:36]2)[CH:7]=1)=[O:9]. Procedure details: Using an analogous procedure to that described in Example 21, 2-chloro-N-[2-chloro-5-(2-morpholinopyrid-4-ylcarbonylamino)phenyl]pyridine-4-carboxamide was reacted with N-methylpiperazine to give the title compound in 69% yield; NMR Spectrum: (DMSOd6) 2.21 (s, 3H), 2.4 (m, 4H), 3.53 (m, 8H), 3.71 (m, 4H), 7.09 (m, 2H), 7.25 (d, 2H), 7.53 (d, 1H), 7.71 (d, 1H), 8.02 (s, 1H), 8.26 (t, 1H), 10.19 (s, 1H), 10.48 (s, 1H); Mass Spectrum: M+H+ 536. Reactants: C#CCBr, C=CCn1c(=O)c2cnc(SC)nc2n1-c1cccc(C(C)(C)O)n1, CN(C)C=O, O=C[O-], [H-], [NH4+], [Na+], [Na+], C1CCOC1, O=C([O-])O. Product: C#CCn1c(=O)c2cnc(SC)nc2n1-c1cccc(C(C)(C)O)n1. RXN SMILES: [CH2:32]([Br:33])[C:34]#[CH:35].[CH2:5]([CH:6]=[CH2:7])[n:8]1[n:9](-[c:20]2[n:21][c:22]([C:26]([CH3:27])([CH3:28])[OH:29])[cH:23][cH:24][cH:25]2)[c:10]2[n:11][c:12]([S:18][CH3:19])[n:13][cH:14][c:15]2[c:16]1=[O:17].[CH3:41][N:42]([CH3:43])[CH:44]=[O:45].[CH:1]([O-:2])=[O:3].[H-:30].[NH4+:4].[Na+:31].[Na+:36].[O:46]1[CH2:47][CH2:48][CH2:49][CH2:50]1.[OH:37][C:38](=[O:39])[O-:40]>>[CH2:5]([C:6]#[CH:7])[n:8]1[n:9](-[c:20]2[n:21][c:22]([C:26]([CH3:27])([CH3:28])[OH:29])[cH:23][cH:24][cH:25]2)[c:10]2[n:11][c:12]([S:18][CH3:19])[n:13][cH:14][c:15]2[c:16]1=[O:17].